This data is from the Open Reaction Database (ORD), a public repository of structured organic reaction records. The task is: describe an organic reaction: reactants, conditions, products, and yield Starting materials: ClC1CC2[C@@]3([C@]4(C(=C[C@H]([C@]4(CC2C1C)CO)C3)C(C)C)C(=O)OCOC(C(C)(C)C)=O)C=O ([(2,2-dimethylpropanoyl)oxy]methyl (1R,3aR4S,8aS)-6-chloro-4-formyl-8a-(hydroxymethyl)-3-isopropyl-7-methyl-4,4a,5,6,7,7a,8,8a-octahydro-1,4-methano-s-indacene-3a(1H)-carboxylate), ClC(/C(/OC1CC2C(C(O1)C)OCC2=C)=N\[H])(Cl)Cl (7-methyl-3-methylenehexahydro-2H-furo[2,3-c]pyran-5-yl(1E)-2,2,2-trichloroethanimidoate), crude product 43, K2CO2, solution. The reagents and catalysts are [Cl-].[Cl-].[Zn+2] (ZnCl2). The solvent is CCOCC (ether), C(Cl)Cl (CH2Cl2), C(Cl)Cl (CH2Cl2), CO (CH3OH). Reaction conditions: time 2 hour. The product is ClC1CC2[C@@]3([C@]4(C(=C[C@H]([C@]4(CC2C1C)COC1CC2C(C(O1)=C)OCC2)C3)C(C)C)C(=O)O)C=O ((1R,3aR,4S,8aS)-6-chloro-4-formyl-3-isopropyl-7-methyl-8a-{[(7-methylenehexahydro-2H-furo[2,3-c]pyran-5-yl)oxy]methyl}-4,4a,5,6,7,7a,8,8a-octahydro-1,4-methano-s-indacene-3a(1H)-carboxylic acid). As a reaction SMILES: Cl[C:2](Cl)(Cl)/[C:3](=N\[H])/[O:4][CH:5]1[O:10][CH:9]([CH3:11])[CH:8]2[O:12][CH2:13][C:14](=C)[CH:7]2[CH2:6]1.[Cl:20][CH:21]1[CH:32]([CH3:33])[CH:31]2[CH:23]([C@@:24]3([CH:51]=[O:52])[CH2:36][C@H:28]4[C@@](CO)([CH2:30]2)[C@:25]3([C:40]([O:42]COC(=O)C(C)(C)C)=[O:41])[C:26]([CH:37]([CH3:39])[CH3:38])=[CH:27]4)[CH2:22]1>C(Cl)Cl.CCOCC.CO.[Cl-].[Cl-].[Zn+2]>[Cl:20][CH:21]1[CH:32]([CH3:33])[CH:31]2[CH:23]([C@@:24]3([CH:51]=[O:52])[CH2:36][C@H:28]4[C@@:2]([CH2:3][O:4][CH:5]5[O:10][C:9](=[CH2:11])[CH:8]6[O:12][CH2:13][CH2:14][CH:7]6[CH2:6]5)([CH2:30]2)[C@:25]3([C:40]([OH:42])=[O:41])[C:26]([CH:37]([CH3:38])[CH3:39])=[CH:27]4)[CH2:22]1 |f:5.6.7|. Procedure details: To a solution of imidate 37 prepared above in CH2Cl2 (5 mL) was added 42 (16 mg, 0.033 mmol) in CH2Cl2 (1 mL), followed by ZnCl2 (0.6 mL of a 1M solution in ether, 0.6 mmol). The mixture was stirred at room temperature for 2 hours. After aqueous work-up (CH2Cl2) and purification by PTLC, about 12.6 mg of crude product 43 (•- and •-isomers) was obtained. To a solution of this crude product 43 (4 mg) in CH3OH (2 mL) was added K2CO2 (20 mg). The mixture was stirred at room temperature for about two...